This data is from the Open Reaction Database (ORD), a public repository of structured organic reaction records. The task is: describe an organic reaction: reactants, conditions, products, and yield Reactants: OC1=C(C(=CC(=C1C)C)C)CCCCCCO (6-(2'-hydroxy-3',4',6'-trimethylphenyl)hexanol), [O]N(S(=O)([O-])=O)S(=O)([O-])=O.[K+].[K+] (Fremy's salt), Cl (hydrochloric acid). Run in [OH-].[Na+] (sodium hydroxide). Conditions: temperature 0 celsius. Yields the product CC=1C(C(=C(C(C1C)=O)C)CCCCCCO)=O (2,3,5-trimethyl-6-(6'-hydroxyhexyl)-1,4-benzoquinone). RXN SMILES: [OH:1][C:2]1[C:7]([CH3:8])=[C:6]([CH3:9])[CH:5]=[C:4]([CH3:10])[C:3]=1[CH2:11][CH2:12][CH2:13][CH2:14][CH2:15][CH2:16][OH:17].[O]N(S(=O)([O-])=O)S(=O)([O-])=[O:21].[K+].[K+].Cl>[OH-].[Na+]>[CH3:8][C:7]1[C:2](=[O:1])[C:3]([CH2:11][CH2:12][CH2:13][CH2:14][CH2:15][CH2:16][OH:17])=[C:4]([CH3:10])[C:5](=[O:21])[C:6]=1[CH3:9] |f:1.2.3,5.6,^1:17|. Reported procedure: To a solution of 6-(2'-hydroxy-3',4',6'-trimethylphenyl)hexanol (formula III-2, wherein R=H3C, X=H, Y=OH, n=4, in the free form) (0.02 part) in 1% sodium hydroxide solution (25 parts) was added Fremy's salt (0.2 part) at room temperature with stirring. After being stirred for 1 hour, the mixture was cooled to 0° C., acidified with dilute hydrochloric acid, and extracted with ethyl acetate. The extract was washed with water, dried over anhydrous sodium sulfate, and concentrated in vacuo to give 2... The reactants are ClC=1C=[N+](C=C(C1C[C@H](OC(CN1C(C2=CC=C(C=C2C1=O)[N+](=O)[O-])=O)=O)C1=CC(=C(C=C1)OC(F)F)OCC1CC1)Cl)[O-] ((S)-3,5-dichloro-4-(2-(3-(cyclopropylmethoxy)-4-(difluoromethoxy)phenyl)-2-(2-(5-nitro-1,3-dioxoisoindolin-2-yl)acetoxy)ethyl)pyridine 1-oxide), O.O.[Sn](Cl)Cl (tin(II) chloride dihydrate). Run in C1CCOC1 (THF). Reaction conditions: time 3 day. The product is NC1=C2C(N(C(C2=CC=C1)=O)CC(=O)O[C@@H](CC1=C(C=[N+](C=C1Cl)[O-])Cl)C1=CC(=C(C=C1)OC(F)F)OCC1CC1)=O ((S)-4-(2-(2-(4-amino-1,3-dioxoisoindolin-2-yl)acetoxy)-2-(3-(cyclopropylmethoxy)-4-(difluoromethoxy)phenyl)ethyl)-3,5-dichloropyridine 1-oxide). Yield: 65.3%. As a reaction SMILES: [Cl:1][C:2]1[CH:3]=[N+:4]([O-:44])[CH:5]=[C:6]([Cl:43])[C:7]=1[CH2:8][C@@H:9]([C:28]1[CH:33]=[CH:32][C:31]([O:34][CH:35]([F:37])[F:36])=[C:30]([O:38][CH2:39][CH:40]2[CH2:42][CH2:41]2)[CH:29]=1)[O:10][C:11](=[O:27])[CH2:12][N:13]1[C:21](=[O:22])[C:20]2[C:15](=[CH:16][CH:17]=[C:18]([N+:23]([O-])=O)[CH:19]=2)[C:14]1=[O:26].O.O.[Sn](Cl)Cl>C1COCC1>[NH2:23][C:18]1[CH:17]=[CH:16][CH:15]=[C:20]2[C:19]=1[C:14](=[O:26])[N:13]([CH2:12][C:11]([O:10][C@H:9]([C:28]1[CH:33]=[CH:32][C:31]([O:34][CH:35]([F:36])[F:37])=[C:30]([O:38][CH2:39][CH:40]3[CH2:41][CH2:42]3)[CH:29]=1)[CH2:8][C:7]1[C:6]([Cl:43])=[CH:5][N+:4]([O-:44])=[CH:3][C:2]=1[Cl:1])=[O:27])[C:21]2=[O:22] |f:1.2.3|. Procedure: (S)-3,5-dichloro-4-(2-(3-(cyclopropylmethoxy)-4-(difluoromethoxy)phenyl)-2-(2-(5-nitro-1,3-dioxoisoindolin-2-yl)acetoxy)ethyl)pyridine 1-oxide (80 mg, 0.123 mmol) was dissolved in THF (10 ml), and added with tin(II) chloride dihydrate (80 mg, 0.355 mmol). The reaction was stirred at RT for 3 days. The reaction was quenched by addition of K2CO3/H2O. The solid precipitated was filtered and the solution extracted with EtOAc (50 ml). The organic phase was washed with K2CO3/H2O conc. (×3), dried over... The reagents and catalysts are C=1C=CC(=CC1)/C=C/C(=O)/C=C/C2=CC=CC=C2.C=1C=CC(=CC1)/C=C/C(=O)/C=C/C2=CC=CC=C2.C=1C=CC(=CC1)/C=C/C(=O)/C=C/C2=CC=CC=C2.[Pd].[Pd] (Pd2(dba)3). Reaction conditions: temperature 100 celsius. Reported procedure: To a stirred solution of compound 39 (1.5 g, 4.54 mmol) in dioxane (22 mL) were added bromobenzene (1 mL, 9.09 mmol), DavePhos (0.36 g, 0.91 mmol), and KOtBu (1.28 g, 11.36 mmol) and purged with argon for 15 minutes. Then Pd2(dba)3 (0.42 g, 0.45 mmol) was added and the solution was again purged for 15 minutes. The reaction mixture was heated in a microwave for 1 hour at 100° C. The reaction mixture was diluted in ethyl acetate and washed with water and brine. The organic layer was dried over anh... Starting materials: C(C)(C)(C)OC(=O)N1C(CCC1)CCNC1CC2=CC=CC=C2C1 (2-[2-((Indan-2-yl)amino)ethyl]pyrrolidine-1-carboxylic acid tert-butyl ester), BrC1=CC=CC=C1 (bromobenzene), CN(C)C1=CC=CC=C1C2=CC=CC=C2P(C3CCCCC3)C4CCCCC4 (DavePhos), CC(C)(C)[O-].[K+] (KOtBu). Product: C(C)(C)(C)OC(=O)N1C(CCC1)CCNC1=C(C=CC=C1)C1CC2=CC=CC=C2C1 (2-[2-(((Indan-2-yl)phenyl)amino)-ethyl]pyrrolidine-1-carboxylic acid tert-butyl ester). Reaction SMILES: [C:1]([O:5][C:6]([N:8]1[CH2:12][CH2:11][CH2:10][CH:9]1[CH2:13][CH2:14][NH:15][CH:16]1[CH2:24][C:23]2[C:18](=[CH:19][CH:20]=[CH:21][CH:22]=2)[CH2:17]1)=[O:7])([CH3:4])([CH3:3])[CH3:2].Br[C:26]1[CH:31]=CC=C[CH:27]=1.CN([C:35]1[C:40](C2C(P(C3CCCCC3)C3CCCCC3)=CC=CC=2)=CC=C[CH:36]=1)C.CC([O-])(C)C.[K+]>O1CCOCC1.C1C=CC(/C=C/C(/C=C/C2C=CC=CC=2)=O)=CC=1.C1C=CC(/C=C/C(/C=C/C2C=CC=CC=2)=O)=CC=1.C1C=CC(/C=C/C(/C=C/C2C=CC=CC=2)=O)=CC=1.[Pd].[Pd]>[C:1]([O:5][C:6]([N:8]1[CH2:12][CH2:11][CH2:10][CH:9]1[CH2:13][CH2:14][NH:15][C:16]1[CH:17]=[CH:31][CH:26]=[CH:27][C:24]=1[CH:23]1[CH2:22][C:21]2[C:36](=[CH:35][CH:40]=[CH:19][CH:20]=2)[CH2:18]1)=[O:7])([CH3:2])([CH3:3])[CH3:4] |f:3.4,6.7.8.9.10|. Run in O1CCOCC1 (dioxane). Reactants: C1(CC1)C=1OC(=C([N+]1[O-])C)C (2-cyclopropyl-4,5-dimethyl-oxazole 3-oxide), C(Cl)Cl (CH2Cl2), O=P(Cl)(Cl)Cl (POCl3). Product: ClC(CCCl)C=1OC(=C(N1)C)C (2-(1,3-dichloro-propyl)-4,5-dimethyl-oxazole), ClCC=1N=C(OC1C)C1CC1 (4-chloromethyl-2-cyclopropyl-5-methyl-oxazole). RXN SMILES: [CH:1]1([C:4]2[O:5][C:6]([CH3:11])=[C:7]([CH3:10])[N+:8]=2[O-])[CH2:3][CH2:2]1.O=P(Cl)(Cl)[Cl:14].[CH2:17]([Cl:19])[Cl:18]>>[Cl:14][CH:1]([C:4]1[O:5][C:6]([CH3:11])=[C:7]([CH3:10])[N:8]=1)[CH2:2][CH2:17][Cl:19].[Cl:18][CH2:10][C:7]1[N:8]=[C:4]([CH:1]2[CH2:3][CH2:2]2)[O:5][C:6]=1[CH3:11]. Reported procedure: In step b], both products were isolated and characterized as follows: 36.27 g of 2-cyclopropyl-4,5-dimethyl-oxazole 3-oxide (152 mmol, prepared from cyclohexanecarboxaldehyde and diacetyl monooxime as described above) was dissolved in 555 ml of CH2Cl2 and treated dropwise with 16.75 ml of POCl3 (1.2 eq.). The reaction mixture was refluxed over night and then quenched by carefully pouring onto crashed ice/3N NaOH. Separation of the layers, additional extraction of the aqueous phase with CH2Cl2, w... The reactants are C(C)(C)C1=CC=C(C=C1)C=1N=NNN1 (5-(4-isopropylphenyl)-2H-tetrazole), OCC(C(=O)OC)(C)C (methyl 3-hydroxy-2,2-dimethylpropanoate), C1=CC=C(C=C1)P(C2=CC=CC=C2)C3=CC=CC=C3 (PPh3), CCOC(=O)/N=N/C(=O)OCC (DEAD). Run in C1CCOC1 (THF). Reaction conditions: time 2 hour. Yields the product C(C)(C)C1=CC=C(C=C1)C=1N=NN(N1)CC(C(=O)OC)(C)C (methyl 3-(5-(4-isopropylphenyl)-2H-tetrazol-2-yl)-2,2-dimethylpropanoate). Isolated yield 30.0%. Reaction SMILES: [CH:1]([C:4]1[CH:9]=[CH:8][C:7]([C:10]2[N:11]=[N:12][NH:13][N:14]=2)=[CH:6][CH:5]=1)([CH3:3])[CH3:2].O[CH2:16][C:17]([CH3:23])([CH3:22])[C:18]([O:20][CH3:21])=[O:19].C1C=CC(P(C2C=CC=CC=2)C2C=CC=CC=2)=CC=1.CCOC(/N=N/C(OCC)=O)=O>C1COCC1>[CH:1]([C:4]1[CH:5]=[CH:6][C:7]([C:10]2[N:11]=[N:12][N:13]([CH2:16][C:17]([CH3:23])([CH3:22])[C:18]([O:20][CH3:21])=[O:19])[N:14]=2)=[CH:8][CH:9]=1)([CH3:3])[CH3:2]. Procedure: To a solution of crude 5-(4-isopropylphenyl)-2H-tetrazole (1.0 g, ˜5.3 mmol), methyl 3-hydroxy-2,2-dimethylpropanoate (830 mg, 8.0 mmol), and PPh3 (2.1 g, 8.0 mmol) in THF (5 mL) was added DEAD (1.35 mL, 8.0 mmol) dropwise. The reaction mixture was stirred for 2 h. LC/MS indicated the reaction was complete. The reaction mixture was filtered and purified on RP-HPLC using a mixture of acetonitrile and H2O to give methyl 3-(5-(4-isopropylphenyl)-2H-tetrazol-2-yl)-2,2-dimethylpropanoate (480 mg, 32%... Procedure: To a mixture of 1,4-butanediol (15 g, 0.17 mol) and t-BuOK (8.0 g, 0.071 mol) were added 1,2,4,5-tetrafluorobenzene (5.0 g, 33 mmol) and DMSO (50 g) at 60° C. After being stirred at this temperature for 18 h, toluene (200 mL), water (50 mL) and sodium chloride (10 g) were added to the reaction mixture. The layers were separated and the organic layer was concentrated in vacuo giving the title compound. This material was used directly in the next step. The product is FC1=C(OCCCCO)C=C(C(=C1)F)F (4-(2,4,5-Trifluoro-phenoxy)butan-1-ol). The reactants are FC1=C(C=C(C(=C1)F)F)F (1,2,4,5-tetrafluorobenzene), [Cl-].[Na+] (sodium chloride), C(CCCO)O (1,4-butanediol), CC(C)(C)[O-].[K+] (t-BuOK). Run in CS(=O)C (DMSO), O (water), C1(=CC=CC=C1)C (toluene). Run at time 18 hour. RXN SMILES: [CH2:1]([OH:6])[CH2:2][CH2:3][CH2:4][OH:5].CC([O-])(C)C.[K+].[F:13][C:14]1[CH:19]=[C:18]([F:20])[C:17]([F:21])=[CH:16][C:15]=1F.[Cl-].[Na+]>O.C1(C)C=CC=CC=1.CS(C)=O>[F:13][C:14]1[CH:19]=[C:18]([F:20])[C:17]([F:21])=[CH:16][C:15]=1[O:5][CH2:4][CH2:3][CH2:2][CH2:1][OH:6] |f:1.2,4.5|. Reactants: [Li+].CC(C)[N-]C(C)C (LDA), C(C)I (EtI), CC=1N(C(=CC1)C)C1=NC(=CC=C1)C (2-(2,5-Dimethyl-pyrrol-1-yl)-6-methyl-pyridine). The solvent is C1CCOC1 (THF), C1CCOC1 (THF), C1CCOC1 (THF). Conditions: temperature -30 celsius, time 30 minute. Product: CC=1N(C(=CC1)C)C1=NC(=CC=C1)CCC (2-(2,5-Dimethyl-pyrrol-1-yl)-6-propyl-pyridine). Reaction SMILES: [CH3:1][C:2]1[N:3]([C:8]2[CH:13]=[CH:12][CH:11]=[C:10]([CH3:14])[N:9]=2)[C:4]([CH3:7])=[CH:5][CH:6]=1.[Li+].[CH3:16][CH:17]([N-]C(C)C)C.C(I)C>C1COCC1>[CH3:7][C:4]1[N:3]([C:8]2[CH:13]=[CH:12][CH:11]=[C:10]([CH2:14][CH2:16][CH3:17])[N:9]=2)[C:2]([CH3:1])=[CH:6][CH:5]=1 |f:1.2|. Procedure details: A solution of the product from Example 2a (7.53 g, 40.0 mmol) in 30 mL of dry THF was added dropwise with stirring to a solution of LDA (42.4 mmol) in 30 mL of dry THF at −30° C. Stirred at −30° C. for 30 min. Added EtI (3.42 mL, 42.0 mmol) in 20 mL of dry THF dropwise with stirring for 30 min then warmed to room temperature. After 2 h quenched by pouring into saturated NaCl solution and extracted with ether. Dried over MgSO4, filtered and concentrated under vacuum giving the title compound. The... The reactants are C(C)S (Ethanethiol), CN(C)C=O (DMF), [H-].[Na+] (sodium hydride), O(C1=CC=CC=C1)C=CC(OC1=CC=CC=C1)=NC1=CC=CC=C1 (Phenyl 3-phenoxy-N-phenylacrylimidate), CN(C)C=O (DMF), thiolate. Solvent: C(C)(=O)OCC (Ethyl acetate). Reaction conditions: time 30 minute. The product is C(C)SC=CC(OC1=CC=CC=C1)=NC1=CC=CC=C1 (phenyl 3-ethylthio-N-phenylacrylimidate). RXN SMILES: [CH2:1]([SH:3])[CH3:2].CN(C=O)C.[H-].[Na+].O([CH:18]=[CH:19][C:20](=[N:28][C:29]1[CH:34]=[CH:33][CH:32]=[CH:31][CH:30]=1)[O:21][C:22]1[CH:27]=[CH:26][CH:25]=[CH:24][CH:23]=1)C1C=CC=CC=1>C(OCC)(=O)C>[CH2:1]([S:3][CH:18]=[CH:19][C:20](=[N:28][C:29]1[CH:34]=[CH:33][CH:32]=[CH:31][CH:30]=1)[O:21][C:22]1[CH:27]=[CH:26][CH:25]=[CH:24][CH:23]=1)[CH3:2] |f:2.3|. Procedure: Ethanethiol (0.11 ml) was dissolved to DMF (3 ml), and sodium hydride (60% in oil: 60 mg) was added under ice-cooling, and stirred for 30 minutes at the same temperature. Phenyl 3-phenoxy-N-phenylacrylimidate (0.30 g) was dissolved to DMF (2 ml), and the obtained solution was added to the above mentioned thiolate solution under ice-cooling, and stirred for two hours at the same temperature and for two hours at room temperature. Ethyl acetate (100 ml) was added to the reaction solution, and it wa...